Dataset: the Open Reaction Database (ORD), a public repository of structured organic reaction records. Task: describe an organic reaction: reactants, conditions, products, and yield Starting materials: CC(=O)N1CC(C)(C)c2ccc(NC(=O)c3cccc4c3CCN(Cc3ccnc5ccccc35)C4)cc21, CCO, Cl. As a reaction SMILES: [C:1](=[O:2])([CH3:3])[N:4]1[CH2:5][C:6]([CH3:37])([CH3:38])[c:7]2[cH:8][cH:9][c:10]([NH:13][C:14](=[O:15])[c:16]3[c:17]4[c:22]([cH:23][cH:24][cH:25]3)[CH2:21][N:20]([CH2:26][c:27]3[cH:28][cH:29][n:30][c:31]5[cH:32][cH:33][cH:34][cH:35][c:36]35)[CH2:19][CH2:18]4)[cH:11][c:12]21.[CH3:40][CH2:41][OH:42].[ClH:39]>>[NH:4]1[CH2:5][C:6]([CH3:37])([CH3:38])[c:7]2[cH:8][cH:9][c:10]([NH:13][C:14](=[O:15])[c:16]3[c:17]4[c:22]([cH:23][cH:24][cH:25]3)[CH2:21][N:20]([CH2:26][c:27]3[cH:28][cH:29][n:30][c:31]5[cH:32][cH:33][cH:34][cH:35][c:36]35)[CH2:19][CH2:18]4)[cH:11][c:12]21. Yields the product CC1(C)CNc2cc(NC(=O)c3cccc4c3CCN(Cc3ccnc5ccccc35)C4)ccc21.